This data is from the Open Reaction Database (ORD), a public repository of structured organic reaction records. The task is: describe an organic reaction: reactants, conditions, products, and yield The reactants are ClC1=CC=C(N=N1)N1CCOCC1 (4-(6-Chloro-pyridazin-3-yl)-morpholine), Cl.NCC1=CC=C(C(=O)OC)C=C1 (methyl 4-(aminomethyl)benzoate hydrochloride), [NH4+].[Cl-] (NH4Cl). Solvent: CC(C)O (i-PrOH). Run at temperature 150 celsius. Product: N1(CCOCC1)C1=CC=C(N=N1)NCC1=CC=C(C(=O)OC)C=C1 (Methyl 4-[(6-morpholin-4-yl-pyridazin-3-ylamino)-methyl]-benzoate). Isolated yield 8.2%. As a reaction SMILES: Cl[C:2]1[N:7]=[N:6][C:5]([N:8]2[CH2:13][CH2:12][O:11][CH2:10][CH2:9]2)=[CH:4][CH:3]=1.Cl.[NH2:15][CH2:16][C:17]1[CH:26]=[CH:25][C:20]([C:21]([O:23][CH3:24])=[O:22])=[CH:19][CH:18]=1.[NH4+].[Cl-]>CC(O)C>[N:8]1([C:5]2[N:6]=[N:7][C:2]([NH:15][CH2:16][C:17]3[CH:18]=[CH:19][C:20]([C:21]([O:23][CH3:24])=[O:22])=[CH:25][CH:26]=3)=[CH:3][CH:4]=2)[CH2:13][CH2:12][O:11][CH2:10][CH2:9]1 |f:1.2,3.4|. Reported procedure: To a solution of 64 (2.0 g, 10.0 mmol) and methyl 4-(aminomethyl)benzoate hydrochloride (2.2 g, 11.0 mmol) in i-PrOH (200 mL) was added NH4Cl (2.14 g, 40.0 mmol). The reaction mixture was heated at 150° C. for 72 h and concentrated. The residue was dissolved in water and the aqueous phase was extracted with the aqueous phase was separated, treated with 1N NaOH (pH 8) and extracted with EtOAc. The extract was dried over anhydrous Na2SO4, filtered and concentrated. The residue was purified by flas... As a reaction SMILES: [Br:1][CH2:2][C:3]1[CH:8]=[CH:7][C:6]([C:9]2[O:10][C:11]3[CH:17]=[CH:16][CH:15]=[CH:14][C:12]=3[N:13]=2)=[CH:5][CH:4]=1.[C:18]1([P:24]([C:31]2[CH:36]=[CH:35][CH:34]=[CH:33][CH:32]=2)[C:25]2[CH:30]=[CH:29][CH:28]=[CH:27][CH:26]=2)[CH:23]=[CH:22][CH:21]=[CH:20][CH:19]=1>C1(C)C(C)=CC=CC=1>[Br-:1].[O:10]1[C:11]2[CH:17]=[CH:16][CH:15]=[CH:14][C:12]=2[N:13]=[C:9]1[C:6]1[CH:7]=[CH:8][C:3]([CH3:2])=[C:4]([P+:24]([C:25]2[CH:26]=[CH:27][CH:28]=[CH:29][CH:30]=2)([C:31]2[CH:36]=[CH:35][CH:34]=[CH:33][CH:32]=2)[C:18]2[CH:19]=[CH:20][CH:21]=[CH:22][CH:23]=2)[CH:5]=1 |f:3.4|. Reactants: BrCC1=CC=C(C=C1)C=1OC2=C(N1)C=CC=C2 (2-(4-bromomethylphenyl)benzoxazole), C1(=CC=CC=C1)P(C1=CC=CC=C1)C1=CC=CC=C1 (triphenylphosphine). Run in C=1(C(=CC=CC1)C)C (xylene). Yields the product [Br-].O1C(=NC2=C1C=CC=C2)C2=CC(=C(C=C2)C)[P+](C2=CC=CC=C2)(C2=CC=CC=C2)C2=CC=CC=C2 (4-(Benzoxazol-2-yl)tolyltriphenylphosphonium bromide). Procedure: A stirred solution of 28.8 g (0.1 mole) of 2-(4-bromomethylphenyl)benzoxazole and 28.8 g (0.1 mole) of triphenylphosphine in xylene is heated at reflux for 19 hours. The product is then isolated by filtration, washed with additional portions of xylene, and dried. Reactants: ferrous sulphate, OO (Hydrogen peroxide), C(C)(C)SC1C(CCC(C1)C)C (2,5-dimethylcyclohexyl isopropyl sulphide). Solvent: C(C)(=O)O (acetic acid), C(C)(=O)O (acetic acid). Run at time 8 hour. Yields the product C(C)(C)S(=O)C1C(CCC(C1)C)C (2,5-dimethylcyclohexyl isopropyl sulphoxide). As a reaction SMILES: [OH:1]O.[CH:3]([S:6][CH:7]1[CH2:12][CH:11]([CH3:13])[CH2:10][CH2:9][CH:8]1[CH3:14])([CH3:5])[CH3:4]>C(O)(=O)C>[CH:3]([S:6]([CH:7]1[CH2:12][CH:11]([CH3:13])[CH2:10][CH2:9][CH:8]1[CH3:14])=[O:1])([CH3:5])[CH3:4]. Reported procedure: Hydrogen peroxide (2.1 ml. of 30%, 18.3 mmoles) in glacial acetic acid (15 ml.) was added dropwise to a stirred solution of 2,5-dimethylcyclohexyl isopropyl sulphide, prepared as in Part A above (3.4 g., 18.3 mmoles) in glacial acetic acid (25 ml.). Heat was evolved initially and the resulting solution was stirred overnight at room temperature. The reaction mixture was poured into ferrous sulphate solution (800 ml.) and extracted with ether three times. The combined extracts were washed twice wi...